This data is from the Open Reaction Database (ORD), a public repository of structured organic reaction records. The task is: describe an organic reaction: reactants, conditions, products, and yield Reactants: CCO, CI, CCOC(C)=O, Cl, O=c1[nH]ccc2ccc(OCCCN3CCN(c4cccc5sccc45)CC3)cc12. Yields the product Cl, Cn1ccc2ccc(OCCCN3CCN(c4cccc5sccc45)CC3)cc2c1=O. RXN SMILES: [CH2:33]([OH:34])[CH3:35].[CH3:31][I:32].[CH3:37][CH2:38][O:39][C:40](=[O:41])[CH3:42].[ClH:36].[s:1]1[c:2]2[c:3]([cH:4][cH:5]1)[c:6]([N:10]1[CH2:11][CH2:12][N:13]([CH2:16][CH2:17][CH2:18][O:19][c:20]3[cH:21][cH:22][c:23]4[cH:24][cH:25][nH:26][c:27](=[O:30])[c:28]4[cH:29]3)[CH2:14][CH2:15]1)[cH:7][cH:8][cH:9]2>>[ClH:36].[s:1]1[c:2]2[c:3]([cH:4][cH:5]1)[c:6]([N:10]1[CH2:11][CH2:12][N:13]([CH2:16][CH2:17][CH2:18][O:19][c:20]3[cH:21][cH:22][c:23]4[cH:24][cH:25][n:26]([CH3:33])[c:27](=[O:30])[c:28]4[cH:29]3)[CH2:14][CH2:15]1)[cH:7][cH:8][cH:9]2. Product: Cl.OC1=C(C(=O)N[C@@H](CCC(N)=O)C(=O)N2CCNCC2)C=CC(=C1)O (1-(2,4-dihydroxybenzoyl-L-glutaminyl)piperazine.hydrochloride). Yield: 81.8%. The reagents and catalysts are [C].[Pd] (Palladium-carbon). As a reaction SMILES: [ClH:1].C([N:9]1[CH2:14][CH2:13][N:12]([C:15](=[O:33])[C@H:16]([CH2:28][CH2:29][C:30](=[O:32])[NH2:31])[NH:17][C:18](=[O:27])[C:19]2[CH:24]=[CH:23][C:22]([OH:25])=[CH:21][C:20]=2[OH:26])[CH2:11][CH2:10]1)C1C=CC=CC=1>[C].[Pd]>[ClH:1].[OH:26][C:20]1[CH:21]=[C:22]([OH:25])[CH:23]=[CH:24][C:19]=1[C:18]([NH:17][C@H:16]([C:15]([N:12]1[CH2:13][CH2:14][NH:9][CH2:10][CH2:11]1)=[O:33])[CH2:28][CH2:29][C:30](=[O:32])[NH2:31])=[O:27] |f:0.1,2.3,4.5|. Starting materials: Cl.C(C1=CC=CC=C1)N1CCN(CC1)C([C@@H](NC(C1=C(C=C(C=C1)O)O)=O)CCC(N)=O)=O (1-benzyl-4-(2,4-dihydroxybenzoyl-L-glutaminyl)piperazine.hydrochloride). Reported procedure: 10% Palladium-carbon (150 mg) was added to an ethanolic solution (15 ml) of 1-benzyl-4-(2,4-dihydroxybenzoyl-L-glutaminyl)piperazine.hydrochloride (276 mg) obtained in Example 8 (ii) and catalytic reduction was carried out in the same manner as in Example 6 to obtain colorless powder 1-(2,4-dihydroxybenzoyl-L-glutaminyl)piperazine.hydrochloride (183 mg). The reactants are CC(C)(C)OC(=O)Cc1ccc(O)cc1, CC1(C)CC(C)(C)c2cc(C(=O)O)ccc2O1, O=S(Cl)Cl. The product is CC(C)(C)OC(=O)Cc1ccc(OC(=O)c2ccc3c(c2)C(C)(C)CC(C)(C)O3)cc1. Reaction SMILES: [C:18]([CH3:19])([CH3:20])([CH3:21])[O:22][C:23]([CH2:24][c:25]1[cH:26][cH:27][c:28]([OH:31])[cH:29][cH:30]1)=[O:32].[CH3:1][C:2]1([CH3:17])[O:3][c:4]2[cH:5][cH:6][c:7]([C:14](=[O:15])[OH:16])[cH:8][c:9]2[C:10]([CH3:12])([CH3:13])[CH2:11]1.[S:33]([Cl:34])([Cl:35])=[O:36]>>[CH3:1][C:2]1([CH3:17])[O:3][c:4]2[cH:5][cH:6][c:7]([C:14]([O:15][c:28]3[cH:27][cH:26][c:25]([CH2:24][C:23]([O:22][C:18]([CH3:19])([CH3:20])[CH3:21])=[O:32])[cH:30][cH:29]3)=[O:16])[cH:8][c:9]2[C:10]([CH3:12])([CH3:13])[CH2:11]1. Starting materials: CC(C)(C)OC(=O)N1CCC(C=C(C(=O)O)c2ccc(S(C)(=O)=O)cc2)CC1, Nc1nccs1. Product: CC(C)(C)OC(=O)N1CCC(C=C(C(=O)Nc2nccs2)c2ccc(S(C)(=O)=O)cc2)CC1. Reaction SMILES: [C:1](=[O:2])([OH:3])[C:4](=[CH:5][CH:6]1[CH2:7][CH2:8][N:9]([C:12](=[O:13])[O:14][C:15]([CH3:16])([CH3:17])[CH3:18])[CH2:10][CH2:11]1)[c:19]1[cH:20][cH:21][c:22]([S:25](=[O:26])(=[O:27])[CH3:28])[cH:23][cH:24]1.[s:29]1[c:30]([NH2:34])[n:31][cH:32][cH:33]1>>[C:1](=[O:3])([C:4](=[CH:5][CH:6]1[CH2:7][CH2:8][N:9]([C:12](=[O:13])[O:14][C:15]([CH3:16])([CH3:17])[CH3:18])[CH2:10][CH2:11]1)[c:19]1[cH:20][cH:21][c:22]([S:25](=[O:26])(=[O:27])[CH3:28])[cH:23][cH:24]1)[NH:34][c:30]1[s:29][cH:33][cH:32][n:31]1. Reactants: FC(C1=CC=C(NC=2SC3=C(C(N2)=O)C=CC=N3)C=C1)(F)F (2-(4-trifluoromethylanilino)-4H-pyrido[3,2-e]-1,3-thiazin-4-one), [H-].[Li+] (lithium hydride), C(CC)I (propyl iodide). Yields the product C(CC)N1C(SC2=C(C1=O)C=CC=N2)=NC2=CC=C(C=C2)C(F)(F)F (3-propyl-2-[(4-trifluoromethylphenyl)imino]-2,3-dihydro-4H-pyrido[3,2-e]-1,3-thiazin-4-one). As a reaction SMILES: [F:1][C:2]([F:22])([F:21])[C:3]1[CH:20]=[CH:19][C:6]([NH:7][C:8]2[S:9][C:10]3[N:18]=[CH:17][CH:16]=[CH:15][C:11]=3[C:12](=[O:14])[N:13]=2)=[CH:5][CH:4]=1.[H-].[Li+].[CH2:25](I)[CH2:26][CH3:27]>>[CH2:25]([N:13]1[C:12](=[O:14])[C:11]2[CH:15]=[CH:16][CH:17]=[N:18][C:10]=2[S:9][C:8]1=[N:7][C:6]1[CH:19]=[CH:20][C:3]([C:2]([F:1])([F:21])[F:22])=[CH:4][CH:5]=1)[CH2:26][CH3:27] |f:1.2|. Reported procedure: The reaction procedure of Example 11 was followed except that 646 mg of 2-(4-trifluoromethylanilino)-4H-pyrido[3,2-e]-1,3-thiazin-4-one, 18 mg of lithium hydride and 0.19 ml of propyl iodide were used. As a result, 546 mg of 3-propyl-2-[(4-trifluoromethylphenyl)imino]-2,3-dihydro-4H-pyrido[3,2-e]-1,3-thiazin-4-one was obtained. Reactants: CCCCCC(CCC1CCC(=O)C1CCCCCCC(=O)OC)OC(C)=O, O=C([O-])[O-], ClC(Cl)Cl, [K+], [K+], [OH]. Yields the product CCCCCC(O)CCC1CCC(=O)C1CCCCCCC(=O)OC. Reaction SMILES: [C:1](=[O:2])([CH3:3])[O:4][CH:5]([CH2:6][CH2:7][CH:8]1[CH2:9][CH2:10][C:11](=[O:23])[CH:12]1[CH2:13][CH2:14][CH2:15][CH2:16][CH2:17][CH2:18][C:19](=[O:20])[O:21][CH3:22])[CH2:24][CH2:25][CH2:26][CH2:27][CH3:28].[C:29](=[O:30])([O-:31])[O-:32].[Cl:36][CH:37]([Cl:38])[Cl:39].[K+:33].[K+:34].[OH:35]>>[OH:4][CH:5]([CH2:6][CH2:7][CH:8]1[CH2:9][CH2:10][C:11](=[O:23])[CH:12]1[CH2:13][CH2:14][CH2:15][CH2:16][CH2:17][CH2:18][C:19](=[O:20])[O:21][CH3:22])[CH2:24][CH2:25][CH2:26][CH2:27][CH3:28].